This data is from the Open Reaction Database (ORD), a public repository of structured organic reaction records. The task is: describe an organic reaction: reactants, conditions, products, and yield Starting materials: CC(C)=O, O=[Cr](=O)=O, O, CC(O)c1ccc2occ(-c3nnn[nH]3)c(=O)c2c1, O=S(=O)(O)O. The product is CC(=O)c1ccc2occ(-c3nnn[nH]3)c(=O)c2c1. Reaction SMILES: [CH3:20][C:21](=[O:22])[CH3:23].[O:24]=[Cr:25](=[O:26])=[O:27].[OH2:33].[OH:1][CH:2]([CH3:3])[c:4]1[cH:5][c:6]2[c:7](=[O:19])[c:8](-[c:14]3[n:15][n:16][n:17][nH:18]3)[cH:9][o:10][c:11]2[cH:12][cH:13]1.[S:28](=[O:29])(=[O:30])([OH:31])[OH:32]>>[O:1]=[C:2]([CH3:3])[c:4]1[cH:5][c:6]2[c:7](=[O:19])[c:8](-[c:14]3[nH:15][n:16][n:17][n:18]3)[cH:9][o:10][c:11]2[cH:12][cH:13]1.